Task: describe an organic reaction: reactants, conditions, products, and yield. Dataset: the Open Reaction Database (ORD), a public repository of structured organic reaction records The reactants are [OH-].[Na+] (NaOH), C(C)O (ethanol), ClC=1C=C2C(CCOC2=CC1OC1=CC=C(C=C1)C(NC1=NC2=CC=C(C=C2N=C1)Cl)=O)C(=O)OCC (Ethyl 6-chloro-7-(4-(6-chloroquinoxalin-2-ylcarbamoyl)phenoxy)chroman-4-carboxylate). Solvent: C(C)(=O)OCC (ethyl acetate), Cl (HCl), C1CCOC1 (THF). Conditions: time 2 hour. Yields the product ClC=1C=C2C(CCOC2=CC1OC1=CC=C(C=C1)C(NC1=NC2=CC=C(C=C2N=C1)Cl)=O)C(=O)O (6-chloro-7-(4-(6-chloroquinoxalin-2-ylcarbamoyl)phenoxy)chroman-4-carboxylic acid). The yield is 82.3%. As a reaction SMILES: [Cl:1][C:2]1[CH:3]=[C:4]2[C:9](=[CH:10][C:11]=1[O:12][C:13]1[CH:18]=[CH:17][C:16]([C:19](=[O:32])[NH:20][C:21]3[CH:30]=[N:29][C:28]4[C:23](=[CH:24][CH:25]=[C:26]([Cl:31])[CH:27]=4)[N:22]=3)=[CH:15][CH:14]=1)[O:8][CH2:7][CH2:6][CH:5]2[C:33]([O:35]CC)=[O:34].[OH-].[Na+].C(O)C>C1COCC1.C(OCC)(=O)C.Cl>[Cl:1][C:2]1[CH:3]=[C:4]2[C:9](=[CH:10][C:11]=1[O:12][C:13]1[CH:14]=[CH:15][C:16]([C:19](=[O:32])[NH:20][C:21]3[CH:30]=[N:29][C:28]4[C:23](=[CH:24][CH:25]=[C:26]([Cl:31])[CH:27]=4)[N:22]=3)=[CH:17][CH:18]=1)[O:8][CH2:7][CH2:6][CH:5]2[C:33]([OH:35])=[O:34] |f:1.2|. Procedure details: Ethyl 6-chloro-7-(4-(6-chloroquinoxalin-2-ylcarbamoyl)phenoxy)chroman-4-carboxylate (540 mg, 1.00 mmol) was diluted with THF (8 mL) followed by the addition of NaOH (5015 μL, 5.02 mmol) and ethanol (4 mL). After stirring for 2 hours, the reaction was diluted with ethyl acetate and 0.5 M HCl. The layers were separated and the organic layer was dried over MgSO4, filtered and concentrated. The material was triturated with DCM to provide the desired product (420 mg, 0.823 mmol, 82.1% yield). MS (ESI...